This data is from the Open Reaction Database (ORD), a public repository of structured organic reaction records. The task is: describe an organic reaction: reactants, conditions, products, and yield Starting materials: C1(CC1)COC1=C(C=CC(=C1)OC)C=1C2=C(N=CN1)C(=CN2)C(=O)O (4-(2-cyclopropylmethoxy-4-methoxy-phenyl)-5H-pyrrolo[3,2-d]pyrimidine-7-carboxylic acid), Cl.COCCNC(=O)[C@@H]1CC[C@H](CC1)N (trans-4-amino-cyclohexanecarboxylic acid (2-methoxy-ethyl)-amide hydrochloride). Yields the product COCCNC(=O)[C@@H]1CC[C@H](CC1)NC(=O)C1=CNC2=C1N=CN=C2C2=C(C=C(C=C2)OC)OCC2CC2 (trans-4-(2-Cyclopropylmethoxy-4-methoxy-phenyl)-5H-pyrrolo[3,2-d]pyrimidine-7-carboxylic acid [4-(2-methoxy-ethylcarbamoyl)-cyclohexyl]-amide). RXN SMILES: [CH:1]1([CH2:4][O:5][C:6]2[CH:11]=[C:10]([O:12][CH3:13])[CH:9]=[CH:8][C:7]=2[C:14]2[C:15]3[NH:22][CH:21]=[C:20]([C:23]([OH:25])=O)[C:16]=3[N:17]=[CH:18][N:19]=2)[CH2:3][CH2:2]1.Cl.[CH3:27][O:28][CH2:29][CH2:30][NH:31][C:32]([C@H:34]1[CH2:39][CH2:38][C@H:37]([NH2:40])[CH2:36][CH2:35]1)=[O:33]>>[CH3:27][O:28][CH2:29][CH2:30][NH:31][C:32]([C@H:34]1[CH2:35][CH2:36][C@H:37]([NH:40][C:23]([C:20]2[C:16]3[N:17]=[CH:18][N:19]=[C:14]([C:7]4[CH:8]=[CH:9][C:10]([O:12][CH3:13])=[CH:11][C:6]=4[O:5][CH2:4][CH:1]4[CH2:3][CH2:2]4)[C:15]=3[NH:22][CH:21]=2)=[O:25])[CH2:38][CH2:39]1)=[O:33] |f:1.2|. Procedure: Starting from 4-(2-cyclopropylmethoxy-4-methoxy-phenyl)-5H-pyrrolo[3,2-d]pyrimidine-7-carboxylic acid (example A73) and trans-4-amino-cyclohexanecarboxylic acid (2-methoxy-ethyl)-amide hydrochloride (A196) the title compound is obtained as colorless solid. Reactants: C1(=CC=CC=C1)\C=C\C1=CC=CC=C1 (trans-stilbene), C(F)(F)(F)C(=O)C (CF3COCH3), OO (H2O2). Solvent: CH3CN-DMM, C(=O)([O-])[O-].[K+].[K+] (K2CO3). Run at temperature 0 celsius, time 5 hour. Yields the product C=1C=CC(=CC1)[C@@H]2[C@H](O2)C=3C=CC=CC3 (trans-stilbene oxide). The yield is 310.8%. RXN SMILES: [C:1]1(/[CH:7]=[CH:8]/[C:9]2[CH:14]=[CH:13][CH:12]=[CH:11][CH:10]=2)[CH:6]=[CH:5][CH:4]=[CH:3][CH:2]=1.C(C(C)=[O:20])(F)(F)F.OO>C([O-])([O-])=O.[K+].[K+]>[CH:4]1[CH:3]=[CH:2][C:1]([C@H:7]2[O:20][C@@H:8]2[C:9]2[CH:10]=[CH:11][CH:12]=[CH:13][CH:14]=2)=[CH:6][CH:5]=1 |f:3.4.5|. Procedure details: To a mixture of suspension of trans-stilbene (18.02 g, 0.1 mol) and CF3COCH3 (3.36 g, 0.03 mol) in CH3CN-DMM (½ v/v, 750 mL) and aqueous K2CO3 (1.5 M in 4×10−4 M EDTA, 150 mL) was added H2O2 (30%, 40 mL, 0.4 mol) at 0° C. Upon stirring at 0° C. for 1 h and at room temperature for 5 h, the reaction mixture was extracted with hexane (3×500 mL). The combined organic layers were washed with aqueous Na2S2O3 (1 M) (3×50 mL) and brine (100 mL), dried (Na2SO4), filtered, concentrated, and purified by fl... Reactants: NCCCN1CCC(CC1)C=1C=C(C=CC1)NC(C(C)C)=O (N-{3-[1-(3-aminopropyl)-4-piperidinyl]phenyl}-2-methylpropanamide), ClC=1C=C(OC2=CC=C(O2)C(=O)Cl)C=C(C1)Cl (5-(3,5-dichlorophenoxy)-2-furoyl chloride). Run in C1CCOC1 (THF). Product: ClC=1C=C(OC2=CC=C(O2)C(=O)NCCCN2CCC(CC2)C2=CC(=CC=C2)NC(C(C)C)=O)C=C(C1)Cl (5-(3,5-DICHLOROPHENOXY)-N-(3-{4-[3-(ISOBUTYRYLAMINO)PHENYL]-1-PIPERIDINYL}PROPYL)-2-FURAMIDE). RXN SMILES: [NH2:1][CH2:2][CH2:3][CH2:4][N:5]1[CH2:10][CH2:9][CH:8]([C:11]2[CH:12]=[C:13]([NH:17][C:18](=[O:22])[CH:19]([CH3:21])[CH3:20])[CH:14]=[CH:15][CH:16]=2)[CH2:7][CH2:6]1.[Cl:23][C:24]1[CH:25]=[C:26]([CH:36]=[C:37]([Cl:39])[CH:38]=1)[O:27][C:28]1[O:32][C:31]([C:33](Cl)=[O:34])=[CH:30][CH:29]=1>C1COCC1>[Cl:23][C:24]1[CH:25]=[C:26]([CH:36]=[C:37]([Cl:39])[CH:38]=1)[O:27][C:28]1[O:32][C:31]([C:33]([NH:1][CH2:2][CH2:3][CH2:4][N:5]2[CH2:10][CH2:9][CH:8]([C:11]3[CH:16]=[CH:15][CH:14]=[C:13]([NH:17][C:18](=[O:22])[CH:19]([CH3:20])[CH3:21])[CH:12]=3)[CH2:7][CH2:6]2)=[O:34])=[CH:30][CH:29]=1. Reported procedure: Prepared by Procedure Q1 (THF) and Scheme AT using N-{3-[1-(3-aminopropyl)-4-piperidinyl]phenyl}-2-methylpropanamide and 5-(3,5-dichlorophenoxy)-2-furoyl chloride: ESMS m/e: 558.2 (M+H)+. The reactants are C(C)(C)(C)OC(=O)N[C@H]1[C@H](CCC1)C(=O)O ((1S,2R)-2-[(tert-butoxycarbonyl)amino]cyclopentanecarboxylic acid), CN(C)C=O (DMF), C([O-])([O-])=O.[Cs+].[Cs+] (cesium carbonate), CI (methyl iodide). Solvent: O (water), C(C)(=O)OCC (ethyl acetate). Run at time 1.5 hour. The product is C(C)(C)(C)OC(=O)N[C@H]1[C@H](CCC1)C(=O)OC (methyl (1S,2R)-2-[(tert-butoxycarbonyl)amino]cyclopentanecarboxylate). As a reaction SMILES: [C:1]([O:5][C:6]([NH:8][C@@H:9]1[CH2:13][CH2:12][CH2:11][C@@H:10]1[C:14]([OH:16])=[O:15])=[O:7])([CH3:4])([CH3:3])[CH3:2].[CH3:17]N(C=O)C.C(=O)([O-])[O-].[Cs+].[Cs+].CI>O.C(OCC)(=O)C>[C:1]([O:5][C:6]([NH:8][C@@H:9]1[CH2:13][CH2:12][CH2:11][C@@H:10]1[C:14]([O:16][CH3:17])=[O:15])=[O:7])([CH3:4])([CH3:2])[CH3:3] |f:2.3.4|. Procedure details: To a mixture of (1S,2R)-2-[(tert-butoxycarbonyl)amino]cyclopentanecarboxylic acid (0.88 g) and DMF (8.0 ml) were added cesium carbonate (2.5 g) and methyl iodide (0.82 g) under ice-cooling, followed by stirring at room temperature for 1.5 hours. To the reaction mixture ethyl acetate and water under ice-cooling were added. The organic layer was separated, the aqueous layer was extracted with ethyl acetate (15 ml), and the organic layer was combined and washed with a 10% aqueous citric acid soluti... Starting materials: CCN, O=C(Cl)c1ccc([N+](=O)[O-])c(Sc2ccc(F)cc2F)c1, C1CCOC1, O. The product is CCNC(=O)c1ccc([N+](=O)[O-])c(Sc2ccc(F)cc2F)c1. RXN SMILES: [CH3:22][CH2:23][NH2:24].[F:1][c:2]1[c:3]([S:9][c:10]2[cH:11][c:12]([C:13](=[O:14])[Cl:15])[cH:16][cH:17][c:18]2[N+:19](=[O:20])[O-:21])[cH:4][cH:5][c:6]([F:8])[cH:7]1.[O:25]1[CH2:26][CH2:27][CH2:28][CH2:29]1.[OH2:30]>>[F:1][c:2]1[c:3]([S:9][c:10]2[cH:11][c:12]([C:13](=[O:14])[NH:24][CH2:23][CH3:22])[cH:16][cH:17][c:18]2[N+:19](=[O:20])[O-:21])[cH:4][cH:5][c:6]([F:8])[cH:7]1. The reactants are CCOCC, ClCCl, O=CCc1ccsc1, OCCc1cccc(-c2ccsc2)c1. Product: O=CCc1cccc(-c2ccsc2)c1. RXN SMILES: [CH3:26][CH2:27][O:28][CH2:29][CH3:30].[Cl:23][CH2:24][Cl:25].[s:1]1[cH:2][cH:3][c:4]([CH2:5][CH:6]=[O:7])[cH:8]1.[s:9]1[cH:10][c:11](-[c:14]2[cH:15][c:16]([CH2:20][CH2:21][OH:22])[cH:17][cH:18][cH:19]2)[cH:12][cH:13]1>>[s:9]1[cH:10][c:11](-[c:14]2[cH:15][c:16]([CH2:20][CH:21]=[O:22])[cH:17][cH:18][cH:19]2)[cH:12][cH:13]1. Reactants: CCCCN1N=C(c2ccc(Cl)c(Cl)c2)NCC1=O, Cc1ccccc1, S=P12SP3(=S)SP(=S)(S1)SP(=S)(S2)S3. Yields the product CCCCN1N=C(c2ccc(Cl)c(Cl)c2)NCC1=S. As a reaction SMILES: [CH2:1]([CH2:2][CH2:3][CH3:4])[N:5]1[N:6]=[C:7]([c:12]2[cH:13][c:14]([Cl:19])[c:15]([Cl:18])[cH:16][cH:17]2)[NH:8][CH2:9][C:10]1=[O:11].[CH3:34][c:35]1[cH:36][cH:37][cH:38][cH:39][cH:40]1.[P:20]12(=[S:21])[S:22][P:23]3(=[S:33])[S:24][P:25](=[S:31])([S:26][P:27](=[S:30])([S:28]3)[S:29]1)[S:32]2>>[CH2:1]([CH2:2][CH2:3][CH3:4])[N:5]1[N:6]=[C:7]([c:12]2[cH:13][c:14]([Cl:19])[c:15]([Cl:18])[cH:16][cH:17]2)[NH:8][CH2:9][C:10]1=[S:21]. Starting materials: ClC1=CC=C(C=C1)C=1C=C(C=NC1OCC(F)(F)F)N (5-(4-chloro-phenyl)-6-(2,2, 2-trifluoro-ethoxy)-pyridin-3-ylamine), CC1=CN=C(S1)C(=O)O (5-methyl-2-thiazolecarboxylic acid). Yields the product ClC1=CC=C(C=C1)C=1C=C(C=NC1OCC(F)(F)F)NC(=O)C=1SC(=CN1)C (5-methyl-2-thiazole-carboxylic acid[5-(4-chloro-phenyl)-6-(2,2,2-trifluoro-ethoxy)-pyridin-3-yl]-amide). Reaction SMILES: [Cl:1][C:2]1[CH:7]=[CH:6][C:5]([C:8]2[CH:9]=[C:10]([NH2:20])[CH:11]=[N:12][C:13]=2[O:14][CH2:15][C:16]([F:19])([F:18])[F:17])=[CH:4][CH:3]=1.[CH3:21][C:22]1[S:26][C:25]([C:27](O)=[O:28])=[N:24][CH:23]=1>>[Cl:1][C:2]1[CH:3]=[CH:4][C:5]([C:8]2[CH:9]=[C:10]([NH:20][C:27]([C:25]3[S:26][C:22]([CH3:21])=[CH:23][N:24]=3)=[O:28])[CH:11]=[N:12][C:13]=2[O:14][CH2:15][C:16]([F:17])([F:18])[F:19])=[CH:6][CH:7]=1. Procedure: The title compound was synthesized in analogy to Example 1, using 5-(4-chloro-phenyl)-6-(2,2, 2-trifluoro-ethoxy)-pyridin-3-ylamine and 5-methyl-2-thiazolecarboxylic acid, as starting materials, MS (LC/MS): 428.2 (M+H). Reactants: BrC=1C(=NC=C(C(=O)NC2=CC=C(C=C2)OC(F)(F)F)C1)N1C[C@@H](CC1)O ((R)-5-bromo-6-(3-hydroxypyrrolidin-1-yl)-N-(4-(trifluoromethoxy)phenyl)nicotinamide), OCC=1C=C(C=CC1)B(O)O ((3-(hydroxymethyl)phenyl)boronic acid). Yields the product OCC=1C=C(C=CC1)C=1C(=NC=C(C(=O)NC2=CC=C(C=C2)OC(F)(F)F)C1)N1C[C@@H](CC1)O ((R)-5-(3-(Hydroxymethyl)phenyl)-6-(3-hydroxypyrrolidin-1-yl)-N-(4-(trifluoromethoxy)phenyl)nicotinamide). Reaction SMILES: Br[C:2]1[C:3]([N:22]2[CH2:26][CH2:25][C@@H:24]([OH:27])[CH2:23]2)=[N:4][CH:5]=[C:6]([CH:21]=1)[C:7]([NH:9][C:10]1[CH:15]=[CH:14][C:13]([O:16][C:17]([F:20])([F:19])[F:18])=[CH:12][CH:11]=1)=[O:8].[OH:28][CH2:29][C:30]1[CH:31]=[C:32](B(O)O)[CH:33]=[CH:34][CH:35]=1>>[OH:28][CH2:29][C:30]1[CH:35]=[C:34]([C:2]2[C:3]([N:22]3[CH2:26][CH2:25][C@@H:24]([OH:27])[CH2:23]3)=[N:4][CH:5]=[C:6]([CH:21]=2)[C:7]([NH:9][C:10]2[CH:11]=[CH:12][C:13]([O:16][C:17]([F:19])([F:18])[F:20])=[CH:14][CH:15]=2)=[O:8])[CH:33]=[CH:32][CH:31]=1. Procedure details: The title compound was prepared in an analogous fashion to that described in Example 57 using (R)-5-bromo-6-(3-hydroxypyrrolidin-1-yl)-N-(4-(trifluoromethoxy)phenyl)nicotinamide (Stage 35.1) and (3-(hydroxymethyl)phenyl)boronic acid to afford a yellow foam. HPLC (Condition 4) tR=4.57 min, UPLC-MS (Condition 3) tR=0.99 min, m/z=474.4 [M+H]+; 1H-NMR (400 MHz, DMSO-d6) δ ppm 1.62-1.73 (m, 1H) 1.80 (m, J=8.60 Hz, 1H) 2.85 (d, J=11.73 Hz, 1H) 3.12-3.26 (m, 2H) 3.34-3.47 (m, 1H) 4.09-4.19 (m, 1H) 4.55...